From a dataset of the Open Reaction Database (ORD), a public repository of structured organic reaction records. describe an organic reaction: reactants, conditions, products, and yield The reactants are O (water), C(C)OC(C(CCCCC(CCCCC(C(=O)OCC)(C)C1=CC=C(C=C1)CC(C)C)=O)(C)C1=CC=C(C=C1)CC(C)C)=O (2,12-Bis-(4-isobutyl-phenyl)-2,12-dimethyl-7-oxo-tridecanedioic acid diethyl ester), [OH-].[K+] (potassium hydroxide). The solvent is C(C)O (ethanol). Product: C(C(C)C)C1=CC=C(C=C1)C(C(=O)O)(CCCCC(CCCCC(C(=O)O)(C)C1=CC=C(C=C1)CC(C)C)=O)C (2,12-bis-(4-isobutyl-phenyl)-2,12-dimethyl-7-oxo-tridecanedioic acid). Isolated yield 86.2%. RXN SMILES: C([O:3][C:4](=[O:44])[C:5]([C:34]1[CH:39]=[CH:38][C:37]([CH2:40][CH:41]([CH3:43])[CH3:42])=[CH:36][CH:35]=1)([CH3:33])[CH2:6][CH2:7][CH2:8][CH2:9][C:10](=[O:32])[CH2:11][CH2:12][CH2:13][CH2:14][C:15]([C:22]1[CH:27]=[CH:26][C:25]([CH2:28][CH:29]([CH3:31])[CH3:30])=[CH:24][CH:23]=1)([CH3:21])[C:16]([O:18]CC)=[O:17])C.O.[OH-].[K+]>C(O)C>[CH2:28]([C:25]1[CH:24]=[CH:23][C:22]([C:15]([CH3:21])([CH2:14][CH2:13][CH2:12][CH2:11][C:10](=[O:32])[CH2:9][CH2:8][CH2:7][CH2:6][C:5]([C:34]2[CH:35]=[CH:36][C:37]([CH2:40][CH:41]([CH3:43])[CH3:42])=[CH:38][CH:39]=2)([CH3:33])[C:4]([OH:44])=[O:3])[C:16]([OH:18])=[O:17])=[CH:27][CH:26]=1)[CH:29]([CH3:31])[CH3:30] |f:2.3|. Procedure: 2,12-Bis-(4-isobutyl-phenyl)-2,12-dimethyl-7-oxo-tridecanedioic acid diethyl ester (3.0 g, 4.95 mmol) was dissolved in ethanol (40 mL) and water (10 mL) with potassium hydroxide (4.4 g 85%). The solution was heated to reflux for six hours, cooled and concentrated. After the ethanol was removed, water (200 mL) was added and the solution was extracted with diethyl ether (100 mL). The aqueous fraction was acidified with concentrated hydrochloric acid (10 mL, to pH=1). The product was then extracted...